Dataset: the Open Reaction Database (ORD), a public repository of structured organic reaction records. Task: describe an organic reaction: reactants, conditions, products, and yield Starting materials: CC1(OB(OC1(C)C)C=1C=NNC1)C (4-(4,4,5,5-tetramethyl-1,3,2-dioxaborolan-2-yl)-1H-pyrazole), BrCC(=O)N (2-bromoacetamide), C([O-])([O-])=O.[K+].[K+] (potassium carbonate). The solvent is CC(=O)C (acetone). Reaction conditions: temperature 50 celsius. Product: CC1(OB(OC1(C)C)C=1C=NN(C1)CC(=O)N)C (2-(4-(4,4,5,5-tetramethyl-1,3,2-dioxaborolan-2-yl)-1H-pyrazol-1-yl)acetamide). Reaction SMILES: [CH3:1][C:2]1([CH3:14])[C:6]([CH3:8])([CH3:7])[O:5][B:4]([C:9]2[CH:10]=[N:11][NH:12][CH:13]=2)[O:3]1.Br[CH2:16][C:17]([NH2:19])=[O:18].C(=O)([O-])[O-].[K+].[K+]>CC(C)=O>[CH3:1][C:2]1([CH3:14])[C:6]([CH3:7])([CH3:8])[O:5][B:4]([C:9]2[CH:13]=[N:12][N:11]([CH2:16][C:17]([NH2:19])=[O:18])[CH:10]=2)[O:3]1 |f:2.3.4|. Reported procedure: A suspension of 4-(4,4,5,5-tetramethyl-1,3,2-dioxaborolan-2-yl)-1H-pyrazole (2.00 g, 10.3 mmol), 2-bromoacetamide (2.14 g, 15.5 mmol), and potassium carbonate (2.14 g, 15.5 mmol) in acetone (60 mL) was heated at about 50° C. for about 3.5 days. The reaction mixture was then cooled to ambient temperature, filtered through diatomaceous earth, while washing with additional acetone, and then concentrated under reduced pressure. The crude material was then dissolved in a minimal amount of dichloromet...